Dataset: the Open Reaction Database (ORD), a public repository of structured organic reaction records. Task: describe an organic reaction: reactants, conditions, products, and yield The solvent is O1CCCC1 (tetrahydrofuran), O1CCCC1 (tetrahydrofuran). Yield: 99.9%. RXN SMILES: [Si]([O:18][CH:19]1[CH2:22][N:21]([C:23]2[S:24][CH:25]=[C:26]([C:28]([N:30]3[CH2:35][CH2:34][S:33][CH2:32][CH2:31]3)=[O:29])[N:27]=2)[CH2:20]1)(C(C)(C)C)(C1C=CC=CC=1)C1C=CC=CC=1.[F-].C([N+](CCCC)(CCCC)CCCC)CCC>O1CCCC1>[S:33]1[CH2:34][CH2:35][N:30]([C:28]([C:26]2[N:27]=[C:23]([N:21]3[CH2:22][CH:19]([OH:18])[CH2:20]3)[S:24][CH:25]=2)=[O:29])[CH2:31][CH2:32]1 |f:1.2|. The product is S1CCN(CC1)C(=O)C=1N=C(SC1)N1CC(C1)O (1-(4-thiomorpholinocarbonyl-1,3-thiazol-2-yl)-3-hydroxyazetidine). The reactants are [Si](C1=CC=CC=C1)(C1=CC=CC=C1)(C(C)(C)C)OC1CN(C1)C=1SC=C(N1)C(=O)N1CCSCC1 (3-t-butyldiphenylsilyloxy-1-(4-thiomorpholinocarbonyl-1,3-thiazol-2-yl)azetidine), [F-].C(CCC)[N+](CCCC)(CCCC)CCCC (tetra-n-butylammonium fluoride). Reaction conditions: time 30 minute. Procedure details: To a solution of 3-t-butyldiphenylsilyloxy-1-(4-thiomorpholinocarbonyl-1,3-thiazol-2-yl)azetidine (1.16 g, 2.10 mmol) (obtained as described in Reference Example 25(1)) in anhydrous tetrahydrofuran (35 ml) was added a solution of 1.0M tetra-n-butylammonium fluoride in tetrahydrofuran (2.52 ml, 2.52 mmol), and the reaction mixture was stirred for 30 minutes. After checking the completion of the reaction, the reaction mixture was concentrated under reduced pressure, and the residue was purified by...